Dataset: the Open Reaction Database (ORD), a public repository of structured organic reaction records. Task: describe an organic reaction: reactants, conditions, products, and yield The reactants are C(=O)=O (CO2), [Cl-].[Cl-].[Ca+2] (CaCl2), O=C[C@H](O)[C@@H](O)[C@H](O)[C@H](O)CO (glucose), [Cl-].[K+] (KCl), O=C1C(O)=C(O)[C@H](O1)[C@@H](O)CO (Ascorbic acid), CN(CC#C)CC=1C=CC=CC1.Cl (pargyline HCl), C1CN(CCN1CCO)CCS(=O)(=O)O (HEPES), [Na+].[Cl-] (NaCl), OP(=O)(O)[O-].[K+] (KH2PO4), [O-]S(=O)(=O)[O-].[Mg+2] (MgSO4). Run in C([C@@H]1[C@H]([C@@H]([C@H]([C@H](O1)O[C@]2([C@H]([C@@H]([C@H](O2)CO)O)O)CO)O)O)O)O (sucrose). Conditions: time 10 minute. The product is N1=CC=CC(=C1)[C@H]1N(C)CCC1 ((S)-(−)-nicotine). RXN SMILES: C(=O)=O.[Na+].[Cl-].OP([O-])(O)=O.[K+].[Cl-].[K+].[Cl-].[Cl-].[Ca+2].[O-]S([O-])(=O)=O.[Mg+2].[CH2:23]1[N:28]([CH2:29][CH2:30]O)[CH2:27][CH2:26]N(CCS(O)(=O)=O)C1.O=C1O[C@H]([C@H](CO)O)C(O)=C1O.C[N:51]([CH2:55][C:56]1[CH:57]=[CH:58][CH:59]=CC=1)CC#C.Cl.O=C[C@@H]([C@H]([C@@H]([C@@H](CO)O)O)O)O>C(O)[C@H]1O[C@H](O[C@]2(CO)O[C@H](CO)[C@@H](O)[C@@H]2O)[C@H](O)[C@@H](O)[C@@H]1O>[N:51]1[CH:55]=[C:56]([C@@H:27]2[CH2:26][CH2:30][CH2:29][N:28]2[CH3:23])[CH:57]=[CH:58][CH:59]=1 |f:1.2,3.4,5.6,7.8.9,10.11,14.15|. Procedure: Rat brain synaptosomes were prepared as follows: Female Sprague Dawley rats (100-200 g) were killed by decapitation after anesthesia with 70% CO2. Brains are dissected, and hippocampus, striatum, and thalamus isolated, and homogenized in 0.32 M sucrose containing 5 mM HEPES pH 7.4 using a glass/glass homogenizer. The tissue was then centrifuged for 1000×g for 10 minutes and the pellet discarded. The supernatant was centrifuged at 12000×g for 20 minutes. The resultant pellet was re-suspended in p... Starting materials: O=C([O-])[O-], CC(C)(C)n1ncc(S)c(Cl)c1=O, COCC1CCC(CBr)CC1, CN(C)C=O, [K+], [K+]. Yields the product COCC1CCC(CSc2cnn(C(C)(C)C)c(=O)c2Cl)CC1. As a reaction SMILES: [C:1](=[O:2])([O-:3])[O-:4].[C:7]([CH3:8])([CH3:9])([CH3:10])[n:11]1[n:12][cH:13][c:14]([SH:19])[c:15]([Cl:18])[c:16]1=[O:17].[CH3:20][O:21][CH2:22][CH:23]1[CH2:24][CH2:25][CH:26]([CH2:29][Br:30])[CH2:27][CH2:28]1.[CH3:31][N:32]([CH3:33])[CH:34]=[O:35].[K+:5].[K+:6]>>[C:7]([CH3:8])([CH3:9])([CH3:10])[n:11]1[n:12][cH:13][c:14]([S:19][CH2:29][CH:26]2[CH2:25][CH2:24][CH:23]([CH2:22][O:21][CH3:20])[CH2:28][CH2:27]2)[c:15]([Cl:18])[c:16]1=[O:17]. Starting materials: C1(CCC1)NC(=O)[C@H]1N(CCC1)C(COC1=CC(=NN1C1=CC=CC=C1)C(=O)O)=O (5-[2-((S)-2-Cyclobutylcarbamoyl-pyrrolidin-1-yl)-2-oxo-ethoxy]-1-phenyl-1H-pyrazole-3-carboxylic acid), C1=CC2=C(N=C1)N(N=N2)O (HOAt), CCN(C(C)C)C(C)C (DIPEA), C(CCC)OC(=O)N1CCN(CC1)C([C@H](COCC)N)=O (4-((S)-2-Amino-3-ethoxy-propionyl)-piperazine-1-carboxylic acid butyl ester). Run in CN(C)C=O (DMF), C(CCl)Cl (EDC). Reaction conditions: time 12 hour. Yields the product C(CCC)OC(=O)N1CCN(CC1)C([C@H](COCC)NC(=O)C1=NN(C(=C1)OCC(=O)N1[C@@H](CCC1)C(NC1CCC1)=O)C1=CC=CC=C1)=O (4-[(S)-2-({5-[2-((S)-2-Cyclobutylcarbamoyl-pyrrolidin-1-yl)-2-oxo-ethoxy]-1-phenyl-1H-pyrazole-3-carbonyl}-amino)-3-ethoxy-propionyl]-piperazine-1-carboxylic acid butyl ester). As a reaction SMILES: [CH:1]1([NH:5][C:6]([C@@H:8]2[CH2:12][CH2:11][CH2:10][N:9]2[C:13](=[O:30])[CH2:14][O:15][C:16]2[N:20]([C:21]3[CH:26]=[CH:25][CH:24]=[CH:23][CH:22]=3)[N:19]=[C:18]([C:27]([OH:29])=O)[CH:17]=2)=[O:7])[CH2:4][CH2:3][CH2:2]1.C1C=NC2N(O)N=NC=2C=1.CCN(C(C)C)C(C)C.[CH2:50]([O:54][C:55]([N:57]1[CH2:62][CH2:61][N:60]([C:63](=[O:70])[C@@H:64]([NH2:69])[CH2:65][O:66][CH2:67][CH3:68])[CH2:59][CH2:58]1)=[O:56])[CH2:51][CH2:52][CH3:53]>CN(C=O)C.C(Cl)CCl>[CH2:50]([O:54][C:55]([N:57]1[CH2:58][CH2:59][N:60]([C:63](=[O:70])[C@@H:64]([NH:69][C:27]([C:18]2[CH:17]=[C:16]([O:15][CH2:14][C:13]([N:9]3[CH2:10][CH2:11][CH2:12][C@H:8]3[C:6](=[O:7])[NH:5][CH:1]3[CH2:4][CH2:3][CH2:2]3)=[O:30])[N:20]([C:21]3[CH:22]=[CH:23][CH:24]=[CH:25][CH:26]=3)[N:19]=2)=[O:29])[CH2:65][O:66][CH2:67][CH3:68])[CH2:61][CH2:62]1)=[O:56])[CH2:51][CH2:52][CH3:53]. Reported procedure: To a solution of 75 mg 5-[2-((S)-2-Cyclobutylcarbamoyl-pyrrolidin-1-yl)-2-oxo-ethoxy]-1-phenyl-1H-pyrazole-3-carboxylic acid in 5 ml DMF were added 37 mg HOAt, 53 mg EDC, 0.13 ml DIPEA and 55 mg 4-((S)-2-Amino-3-ethoxy-propionyl)-piperazine-1-carboxylic acid butyl ester. After stirring for 12 h it was concentrated and the residue purified by preparative HPLC (C18 reverse phase column, elution with a water/MeCN gradient with 0.1% TFA) to give the title compound. Yield: 86 mg MS (ES+): m/e=696. Isolated yield 95.0%. Reported procedure: 2-bromo-6-methoxycarbazole (4 g) produced in Example 101, step 4 was dissolved in anhydrous tetrahydrofuran (32 ml), and to the solution were added methyl methacrylate (12.4 ml) and then Triton B (1.12 ml). The mixture was heated under reflux in an argon atmosphere for 1 hour, and the solvent was evaporated under reduced pressure. The resulting residue was suspended in methanol (40 ml), and sodium hydroxide (1 g) dissolved in water (13 ml) was added dropwise to the solution at room temperature, ... The product is BrC1=CC=2N3C4=C(C=C(C=C4C2C=C1)OC)C(C(=C3)C)=O (9-bromo-2-methoxy-5-methyl-4H-pyrido[3,2,1-jk]carbazole-4-one). Run in O1CCCC1 (tetrahydrofuran). RXN SMILES: [Br:1][C:2]1[CH:14]=[CH:13][C:12]2[C:11]3[C:6](=[CH:7][CH:8]=[C:9]([O:15][CH3:16])[CH:10]=3)[NH:5][C:4]=2[CH:3]=1.[C:17](OC)(=[O:21])[C:18]([CH3:20])=[CH2:19]>O1CCCC1>[Br:1][C:2]1[CH:14]=[CH:13][C:12]2[C:11]3[C:6]4=[C:7]([C:17](=[O:21])[C:18]([CH3:20])=[CH:19][N:5]4[C:4]=2[CH:3]=1)[CH:8]=[C:9]([O:15][CH3:16])[CH:10]=3. Reactants: BrC1=CC=2NC3=CC=C(C=C3C2C=C1)OC (2-bromo-6-methoxycarbazole), C(C(=C)C)(=O)OC (methyl methacrylate). Starting materials: C1(CC1)COC1=C(C=C(C=C1)C(F)(F)F)C=1C2=C(N=CN1)C(=C(N2)C)C(=O)OCC (ethyl 4-[2-(cyclopropylmethoxy)-5-(trifluoromethyl)phenyl]-6-methyl-5H-pyrrolo[3,2-d]pyrimidine-7-carboxylate), ClCOCC[Si](C)(C)C ((2-chloromethoxy-ethyl)-trimethyl-silane). Yields the product C1(CC1)COC1=C(C=C(C=C1)C(F)(F)F)C=1C2=C(N=CN1)C(=C(N2COCC[Si](C)(C)C)C)C(=O)OCC (Ethyl 4-[2-(cyclopropylmethoxy)-5-(trifluoromethyl)phenyl]-6-methyl-5-{[2-(trimethylsilyl)ethoxy]methyl}-5H-pyrrolo[3,2-d]pyrimidine-7-carboxylate). As a reaction SMILES: [CH:1]1([CH2:4][O:5][C:6]2[CH:11]=[CH:10][C:9]([C:12]([F:15])([F:14])[F:13])=[CH:8][C:7]=2[C:16]2[C:17]3[NH:24][C:23]([CH3:25])=[C:22]([C:26]([O:28][CH2:29][CH3:30])=[O:27])[C:18]=3[N:19]=[CH:20][N:21]=2)[CH2:3][CH2:2]1.Cl[CH2:32][O:33][CH2:34][CH2:35][Si:36]([CH3:39])([CH3:38])[CH3:37]>>[CH:1]1([CH2:4][O:5][C:6]2[CH:11]=[CH:10][C:9]([C:12]([F:14])([F:13])[F:15])=[CH:8][C:7]=2[C:16]2[C:17]3[N:24]([CH2:32][O:33][CH2:34][CH2:35][Si:36]([CH3:39])([CH3:38])[CH3:37])[C:23]([CH3:25])=[C:22]([C:26]([O:28][CH2:29][CH3:30])=[O:27])[C:18]=3[N:19]=[CH:20][N:21]=2)[CH2:3][CH2:2]1. Reported procedure: Starting from ethyl 4-[2-(cyclopropylmethoxy)-5-(trifluoromethyl)phenyl]-6-methyl-5H-pyrrolo[3,2-d]pyrimidine-7-carboxylate (example D.a8) and commercially available (2-chloromethoxy-ethyl)-trimethyl-silane the title compound is obtained as yellow viscous oil.